This data is from the Open Reaction Database (ORD), a public repository of structured organic reaction records. The task is: describe an organic reaction: reactants, conditions, products, and yield Starting materials: CN1CCN(c2cc(N3CCc4ccc(Br)cc4C3)nc(N)n2)CC1, O=C([O-])[O-], C1COCCO1, CNC1CCCCC1NC, Clc1cn[nH]c1, [Cu]I, [K+], [K+]. The product is CN1CCN(c2cc(N3CCc4ccc(-n5cc(Cl)cn5)cc4C3)nc(N)n2)CC1. RXN SMILES: [Br:1][c:2]1[cH:3][cH:4][c:5]2[c:10]([cH:11]1)[CH2:9][N:8]([c:12]1[n:13][c:14]([NH2:25])[n:15][c:16]([N:18]3[CH2:19][CH2:20][N:21]([CH3:24])[CH2:22][CH2:23]3)[cH:17]1)[CH2:7][CH2:6]2.[C:32](=[O:33])([O-:34])[O-:35].[CH2:48]1[O:49][CH2:50][CH2:51][O:52][CH2:53]1.[CH3:38][NH:39][CH:40]1[CH2:41][CH2:42][CH2:43][CH2:44][CH:45]1[NH:46][CH3:47].[Cl:26][c:27]1[cH:28][n:29][nH:30][cH:31]1.[Cu:54][I:55].[K+:36].[K+:37]>>[c:2]1(-[n:30]2[n:29][cH:28][c:27]([Cl:26])[cH:31]2)[cH:3][cH:4][c:5]2[c:10]([cH:11]1)[CH2:9][N:8]([c:12]1[n:13][c:14]([NH2:25])[n:15][c:16]([N:18]3[CH2:19][CH2:20][N:21]([CH3:24])[CH2:22][CH2:23]3)[cH:17]1)[CH2:7][CH2:6]2.